This data is from the Open Reaction Database (ORD), a public repository of structured organic reaction records. The task is: describe an organic reaction: reactants, conditions, products, and yield Reactants: Cl, C=COC(=O)N1CC2C(=O)CCC(c3cccc(F)c3)(c3cccc(F)c3)C2C1, C1COCCO1. Product: Cl, O=C1CCC(c2cccc(F)c2)(c2cccc(F)c2)C2CNCC12. RXN SMILES: [ClH:30].[F:1][c:2]1[cH:3][c:4]([C:8]2([c:23]3[cH:24][c:25]([F:29])[cH:26][cH:27][cH:28]3)[CH2:9][CH2:10][C:11](=[O:22])[CH:12]3[CH2:13][N:14]([C:17]([O:18][CH:19]=[CH2:20])=[O:21])[CH2:15][CH:16]23)[cH:5][cH:6][cH:7]1.[O:31]1[CH2:32][CH2:33][O:34][CH2:35][CH2:36]1>>[ClH:30].[F:1][c:2]1[cH:3][c:4]([C:8]2([c:23]3[cH:24][c:25]([F:29])[cH:26][cH:27][cH:28]3)[CH2:9][CH2:10][C:11](=[O:22])[CH:12]3[CH2:13][NH:14][CH2:15][CH:16]23)[cH:5][cH:6][cH:7]1. Solvent: CCO (EtOH). Procedure: To a mixture of 5-methylisatin (80.5 mg, 0.5 mmol) and 6-aminoindazole (66.5 mg, 0.5 mmol) in EtOH (2 mL) was added 1 drops of acetic acid. The resulting mixture was capped and microwaved 30 min at 120° C. After cooling to rt, it was stirred for 5 min at rt and the resulting precipitate was collected by suction filtration to give the title compound (35 mg, 28%) as an orange red solid. 1H NMR indicated a 80:20 mixture of E/Z isomers. 1H NMR (400 MHz, DMSO-d6) δ 13.03 (s, 1H, NH), 10.89 (s, 1H, NH... Reactants: CC=1C=C2C(C(NC2=CC1)=O)=O (5-methylisatin), NC1=CC=C2C=NNC2=C1 (6-aminoindazole). The reagents and catalysts are C(C)(=O)O (acetic acid). The yield is 25.3%. Conditions: time 5 minute. Yields the product N1N=CC2=CC=C(C=C12)N=C1C(NC2=CC=C(C=C12)C)=O (3-(1H-indazol-6-ylimino)-5-methylindolin-2-one). Reaction SMILES: [CH3:1][C:2]1[CH:3]=[C:4]2[C:8](=[CH:9][CH:10]=1)[NH:7][C:6](=[O:11])[C:5]2=O.[NH2:13][C:14]1[CH:22]=[C:21]2[C:17]([CH:18]=[N:19][NH:20]2)=[CH:16][CH:15]=1>CCO.C(O)(=O)C>[NH:20]1[C:21]2[C:17](=[CH:16][CH:15]=[C:14]([N:13]=[C:5]3[C:4]4[C:8](=[CH:9][CH:10]=[C:2]([CH3:1])[CH:3]=4)[NH:7][C:6]3=[O:11])[CH:22]=2)[CH:18]=[N:19]1. Reactants: O1CCN(CC1)CCOC(=O)C=1NC2=C(C=CC(=C2C1)C(CN(C(C)(C)C)CC1=CC=CC=C1)=O)OCC1=CC=CC=C1 (7-benzyloxy-4-(N-benzyl-N-tert-butylaminoacetyl)indole-2-carboxylic acid 2-(morpholino)ethyl ester). The solvent is CO.C(C)OCC (methanol diethyl ether). Product: C(C)(=O)O.O1CCN(CC1)CCOC(=O)C=1NC2=C(C=CC(=C2C1)C(CNC(C)(C)C)O)O (7-hydroxy-4-(1-hydroxy-2-tert-butylaminoethyl)indole-2-carboxylic acid 2-(morpholino)ethyl ester monoacetate). Yield: 153.7%. RXN SMILES: [O:1]1[CH2:6][CH2:5][N:4]([CH2:7][CH2:8][O:9][C:10]([C:12]2[NH:13][C:14]3[C:19]([CH:20]=2)=[C:18]([C:21](=[O:35])[CH2:22][N:23](CC2C=CC=CC=2)[C:24]([CH3:27])([CH3:26])[CH3:25])[CH:17]=[CH:16][C:15]=3[O:36]CC2C=CC=CC=2)=[O:11])[CH2:3][CH2:2]1>CO.C(OCC)C>[C:10]([OH:11])(=[O:9])[CH3:12].[O:1]1[CH2:6][CH2:5][N:4]([CH2:7][CH2:8][O:9][C:10]([C:12]2[NH:13][C:14]3[C:19]([CH:20]=2)=[C:18]([CH:21]([OH:35])[CH2:22][NH:23][C:24]([CH3:25])([CH3:26])[CH3:27])[CH:17]=[CH:16][C:15]=3[OH:36])=[O:11])[CH2:3][CH2:2]1 |f:1.2,3.4|. Procedure: 408 mg of 7-benzyloxy-4-(N-benzyl-N-tert-butylaminoacetyl)indole-2-carboxylic acid 2-(morpholino)ethyl ester is hydrogenated under the conditions of Example 14(E) and worked up, thus obtaining 250 mg of 7-hydroxy-4-(1-hydroxy-2-tert-butylaminoethyl)indole-2-carboxylic acid 2-(morpholino)ethyl ester monoacetate, decomposition point 177°-177.5° C. (from methanol/diethyl ether). Reaction SMILES: [C:38](=[O:39])([O-:40])[OH:41].[CH3:43][CH2:44][O:45][C:46](=[O:47])[CH3:48].[ClH:1].[F:2][c:3]1[cH:4][cH:5][c:6]([CH:9]([CH:10]([CH2:11][c:12]2[cH:13][cH:14][c:15]([C:18]([F:19])([F:20])[F:21])[cH:16][cH:17]2)[NH2:22])[OH:23])[cH:7][cH:8]1.[Na+:42].[OH2:49].[c:24]1([S:34](=[O:35])(=[O:36])[Cl:37])[cH:25][cH:26][cH:27][c:28]2[cH:29][cH:30][cH:31][cH:32][c:33]12>>[F:2][c:3]1[cH:4][cH:5][c:6]([CH:9]([CH:10]([CH2:11][c:12]2[cH:13][cH:14][c:15]([C:18]([F:19])([F:20])[F:21])[cH:16][cH:17]2)[NH:22][S:34]([c:24]2[cH:25][cH:26][cH:27][c:28]3[cH:29][cH:30][cH:31][cH:32][c:33]23)(=[O:35])=[O:36])[OH:23])[cH:7][cH:8]1. Yields the product O=S(=O)(NC(Cc1ccc(C(F)(F)F)cc1)C(O)c1ccc(F)cc1)c1cccc2ccccc12. Starting materials: O=C([O-])O, CCOC(C)=O, Cl, NC(Cc1ccc(C(F)(F)F)cc1)C(O)c1ccc(F)cc1, [Na+], O, O=S(=O)(Cl)c1cccc2ccccc12. Starting materials: O=C1CCC(=O)N1Br, O=C(OOC(=O)c1ccccc1)c1ccccc1, ClC(Cl)(Cl)Cl, Cc1cccc2c1cnn2-c1ccc(C(F)(F)F)cc1, O. The product is FC(F)(F)c1ccc(-n2ncc3c(CBr)cccc32)cc1. As a reaction SMILES: [Br:21][N:22]1[C:23](=[O:24])[CH2:25][CH2:26][C:27]1=[O:28].[C:29]([O:30][O:31][C:32](=[O:33])[c:34]1[cH:35][cH:36][cH:37][cH:38][cH:39]1)(=[O:40])[c:41]1[cH:42][cH:43][cH:44][cH:45][cH:46]1.[C:47]([Cl:48])([Cl:49])([Cl:50])[Cl:51].[CH3:1][c:2]1[c:3]2[cH:4][n:5][n:6](-[c:11]3[cH:12][cH:13][c:14]([C:17]([F:18])([F:19])[F:20])[cH:15][cH:16]3)[c:7]2[cH:8][cH:9][cH:10]1.[OH2:52]>>[CH2:1]([c:2]1[c:3]2[cH:4][n:5][n:6](-[c:11]3[cH:12][cH:13][c:14]([C:17]([F:18])([F:19])[F:20])[cH:15][cH:16]3)[c:7]2[cH:8][cH:9][cH:10]1)[Br:21].